Dataset: the Open Reaction Database (ORD), a public repository of structured organic reaction records. Task: describe an organic reaction: reactants, conditions, products, and yield The reactants are ClC1=NC=CC(=C1)C1=C2C(=NC(=C1CO)C)N(N=C2)CC ([4-(2-chloro-4-pyridyl)-1-ethyl-6-methyl-1H-pyrazolo[3,4-b]pyridin-5-yl]methanol), [Cr](=O)(=O)([O-])Cl.[NH+]1=CC=CC=C1 (pyridinium chlorochromate), C(C)(=O)[O-].[Na+] (sodium acetate). The solvent is C(Cl)Cl (DCM), C(C)OCC (diethylether). Conditions: time 2 hour. Product: ClC1=NC=CC(=C1)C1=C2C(=NC(=C1C=O)C)N(N=C2)CC (4-(2-chloro-4-pyridyl)-1-ethyl-6-methyl-1H-pyrazolo[3,4-b]pyridine-5-carbaldehyde). The yield is 97.3%. As a reaction SMILES: [Cl:1][C:2]1[CH:7]=[C:6]([C:8]2[C:13]([CH2:14][OH:15])=[C:12]([CH3:16])[N:11]=[C:10]3[N:17]([CH2:20][CH3:21])[N:18]=[CH:19][C:9]=23)[CH:5]=[CH:4][N:3]=1.[Cr](Cl)([O-])(=O)=O.[NH+]1C=CC=CC=1.C([O-])(=O)C.[Na+]>C(Cl)Cl.C(OCC)C>[Cl:1][C:2]1[CH:7]=[C:6]([C:8]2[C:13]([CH:14]=[O:15])=[C:12]([CH3:16])[N:11]=[C:10]3[N:17]([CH2:20][CH3:21])[N:18]=[CH:19][C:9]=23)[CH:5]=[CH:4][N:3]=1 |f:1.2,3.4|. Procedure details: A mixture of [4-(2-chloro-4-pyridyl)-1-ethyl-6-methyl-1H-pyrazolo[3,4-b]pyridin-5-yl]methanol (30 mg), pyridinium chlorochromate (34.2 mg), sodium acetate (5.7 mg) in DCM (2 ml) was stirred at room temperature for 2 hours. The reaction mixture was diluted with diethylether and filtrated through celite pad. After evaporation of filtrate, the residue was purified by flash column chromatography on silica gel eluting with a mixture of EtOAc and n-hexane (1:4) to give 4-(2-chloro-4-pyridyl)-1-ethyl-6... Starting materials: CC(C)(C)OC(=O)N1CCC(C)(C(=O)Nc2cccc(S(N)(=O)=O)c2)CC1, CO, Cl. Yields the product CC1(C(=O)Nc2cccc(S(N)(=O)=O)c2)CCNCC1, Cl. Reaction SMILES: [CH3:1][C:2]1([C:15]([NH:16][c:17]2[cH:18][c:19]([S:23]([NH2:24])(=[O:25])=[O:26])[cH:20][cH:21][cH:22]2)=[O:27])[CH2:3][CH2:4][N:5]([C:8]([O:9][C:10]([CH3:11])([CH3:12])[CH3:13])=[O:14])[CH2:6][CH2:7]1.[CH3:29][OH:30].[ClH:28]>>[CH3:1][C:2]1([C:15]([NH:16][c:17]2[cH:18][c:19]([S:23]([NH2:24])(=[O:25])=[O:26])[cH:20][cH:21][cH:22]2)=[O:27])[CH2:3][CH2:4][NH:5][CH2:6][CH2:7]1.[ClH:28]. The reactants are [H-].[Na+] (Sodium hydride), ONC(CC1=CC=CC=C1)=N (N-hydroxy-2-phenyl-acetamidine), COC(C(CC=1C=C2C=NNC2=C(C1)C)NC(=O)N1CCC(CC1)N1C(NC2=CC=CC=C2C1)=O)=O ((±)-3-(7-methyl-1H-indazol-5-yl)-2-{[4-(2-oxo-1,4-dihydro-2H-quinazolin-3-yl)-piperidine-1-carbonyl]-amino}-propionic acid methyl ester). Solvent: O1CCCC1 (tetrahydrofuran), O1CCCC1 (tetrahydrofuran). Conditions: temperature 60 celsius, time 15 minute. Yields the product C(C1=CC=CC=C1)C1=NOC(=N1)C(CC=1C=C2C=NNC2=C(C1)C)NC(=O)N1CCC(CC1)N1C(NC2=CC=CC=C2C1)=O ((±)-4-(2-Oxo-1,4-dihydro-2H-quinazolin-3-yl)-piperidine-1-carboxylic acid [1-(3-benzyl-[1,2,4]oxadiazol-5-yl)-2-(7-methyl-1H-indazol-5-yl)-ethyl]-amide). As a reaction SMILES: [H-].[Na+].[OH:3][NH:4][C:5](=[NH:13])[CH2:6][C:7]1[CH:12]=[CH:11][CH:10]=[CH:9][CH:8]=1.CO[C:16](=O)[CH:17]([NH:29][C:30]([N:32]1[CH2:37][CH2:36][CH:35]([N:38]2[CH2:47][C:46]3[C:41](=[CH:42][CH:43]=[CH:44][CH:45]=3)[NH:40][C:39]2=[O:48])[CH2:34][CH2:33]1)=[O:31])[CH2:18][C:19]1[CH:20]=[C:21]2[C:25](=[C:26]([CH3:28])[CH:27]=1)[NH:24][N:23]=[CH:22]2>O1CCCC1>[CH2:6]([C:5]1[N:13]=[C:16]([CH:17]([NH:29][C:30]([N:32]2[CH2:33][CH2:34][CH:35]([N:38]3[CH2:47][C:46]4[C:41](=[CH:42][CH:43]=[CH:44][CH:45]=4)[NH:40][C:39]3=[O:48])[CH2:36][CH2:37]2)=[O:31])[CH2:18][C:19]2[CH:20]=[C:21]3[C:25](=[C:26]([CH3:28])[CH:27]=2)[NH:24][N:23]=[CH:22]3)[O:3][N:4]=1)[C:7]1[CH:8]=[CH:9][CH:10]=[CH:11][CH:12]=1 |f:0.1|. Procedure: Sodium hydride (8 mg, 0.366 mmol) was added to a solution of N-hydroxy-2-phenyl-acetamidine (50 mg, 0.366 mmol) in tetrahydrofuran (15 mL). The solution was stirred at 60° C. for 15 min. A solution of (±)-3-(7-methyl-1H-indazol-5-yl)-2-{[4-(2-oxo-1,4-dihydro-2H-quinazolin-3-yl)-piperidine-1-carbonyl]-amino}-propionic acid methyl ester (60 mg, 0.122 mmol) in tetrahydrofuran (5 mL) was added. The reaction mixture was stirred at 60° C. for 18 h. The reaction was then cooled to room temperature and ... Starting materials: BrC1=C(OC2CCN(CC2)C2=NOC(=N2)C2=NN(C=C2)CCC(=O)OCC)C=C(C=C1)F (ethyl 3-(3-{3-[4-(2-bromo-5-fluorophenoxy)piperidin-1-yl]-1,2,4-oxadiazol-5-yl}-1H-pyrazol-1-yl)propanoate), C(C)(=O)O (acetic acid), Cl (HCl). Solvent: O1CCOCC1 (dioxane). Reaction conditions: temperature 90 celsius. Product: BrC1=C(OC2CCN(CC2)C2=NOC(=N2)C2=NN(C=C2)CCC(=O)O)C=C(C=C1)F (3-(3-{3-[4-(2-bromo-5-fluorophenoxy)piperidin-1-yl]-1,2,4-oxadiazol-5-yl}-1H-pyrazol-1-yl)propanoic acid). As a reaction SMILES: [Br:1][C:2]1[CH:31]=[CH:30][C:29]([F:32])=[CH:28][C:3]=1[O:4][CH:5]1[CH2:10][CH2:9][N:8]([C:11]2[N:15]=[C:14]([C:16]3[CH:20]=[CH:19][N:18]([CH2:21][CH2:22][C:23]([O:25]CC)=[O:24])[N:17]=3)[O:13][N:12]=2)[CH2:7][CH2:6]1.C(O)(=O)C.Cl>O1CCOCC1>[Br:1][C:2]1[CH:31]=[CH:30][C:29]([F:32])=[CH:28][C:3]=1[O:4][CH:5]1[CH2:10][CH2:9][N:8]([C:11]2[N:15]=[C:14]([C:16]3[CH:20]=[CH:19][N:18]([CH2:21][CH2:22][C:23]([OH:25])=[O:24])[N:17]=3)[O:13][N:12]=2)[CH2:7][CH2:6]1. Reported procedure: To a solution of ethyl 3-(3-{3-[4-(2-bromo-5-fluorophenoxy)piperidin-1-yl]-1,2,4-oxadiazol-5-yl}-1H-pyrazol-1-yl)propanoate (75 mg, 0.148 mmol) in dioxane (492 μL) was added acetic acid (253 μL, 4.43 mmol) and conc. HCl (363 μL, 4.43 mmol). The mixture was heated at 90° C. for 1 h. The solvent was evaporated to one-third its volume, diluted with water (2 mL) and extracted with EtOAc (2×2 mL). The combined organic fractions were extracted with 1N NaOH (1 mL), the aqueous layer was acidified with ... Starting materials: CCOC(=O)c1nc(-c2ccc(F)cc2)c(CCCl)s1, CCO, CCN(C(C)C)C(C)C, Cl, Fc1cccc(C=C2CCNCC2)c1. The product is CCOC(=O)c1nc(-c2ccc(F)cc2)c(CCN2CCC(=Cc3cccc(F)c3)CC2)s1, Cl. As a reaction SMILES: [CH2:1]([CH3:2])[O:3][C:4](=[O:5])[c:6]1[s:7][c:8]([CH2:18][CH2:19][Cl:20])[c:9](-[c:11]2[cH:12][cH:13][c:14]([F:17])[cH:15][cH:16]2)[n:10]1.[CH3:45][CH2:46][OH:47].[CH:36]([N:37]([CH2:38][CH3:39])[CH:40]([CH3:41])[CH3:42])([CH3:43])[CH3:44].[ClH:21].[F:22][c:23]1[cH:24][c:25]([CH:26]=[C:27]2[CH2:28][CH2:29][NH:30][CH2:31][CH2:32]2)[cH:33][cH:34][cH:35]1>>[CH2:1]([CH3:2])[O:3][C:4](=[O:5])[c:6]1[s:7][c:8]([CH2:18][CH2:19][N:30]2[CH2:29][CH2:28][C:27](=[CH:26][c:25]3[cH:24][c:23]([F:22])[cH:35][cH:34][cH:33]3)[CH2:32][CH2:31]2)[c:9](-[c:11]2[cH:12][cH:13][c:14]([F:17])[cH:15][cH:16]2)[n:10]1.[ClH:20]. Reactants: Brc1cccc(Br)c1, [Li]CCCC, [Cl-], CON(C)C(=O)c1cc2ccc(F)cc2s1, [NH4+], C1CCOC1. Product: O=C(c1cccc(Br)c1)c1cc2ccc(F)cc2s1. Reaction SMILES: [Br:1][c:2]1[cH:3][cH:4][cH:5][c:6]([Br:7])[cH:8]1.[CH2:9]([Li:10])[CH2:11][CH2:12][CH3:13].[Cl-:30].[F:14][c:15]1[cH:16][cH:17][c:18]2[c:19]([s:20][c:21]([C:23]([N:24]([O:25][CH3:26])[CH3:27])=[O:28])[cH:22]2)[cH:29]1.[NH4+:31].[O:32]1[CH2:33][CH2:34][CH2:35][CH2:36]1>>[c:2]1([C:23]([c:21]2[s:20][c:19]3[c:18]([cH:17][cH:16][c:15]([F:14])[cH:29]3)[cH:22]2)=[O:28])[cH:3][cH:4][cH:5][c:6]([Br:7])[cH:8]1.